This data is from the Open Reaction Database (ORD), a public repository of structured organic reaction records. The task is: describe an organic reaction: reactants, conditions, products, and yield The reactants are C(=O)(N1C=NC=C1)N1C=NC=C1 (carbonyldiimidazole), C12C(C3CC(CC(C1)C3)C2)NCC(C)(N)C (N1-Adamantan-2-yl-2-methyl-propane-1,2-diamine), O (water). Solvent: C1CCOC1 (THF). Conditions: time 48 hour. Yields the product C12C(C3CC(CC(C1)C3)C2)N2C(NC(C2)(C)C)=O (1-adamantan-2-yl-4,4-dimethyl-imidazolidin-2-one). Isolated yield 91.8%. As a reaction SMILES: [CH:1]12[CH2:10][CH:5]3[CH2:6][CH:7]([CH2:9][CH:3]([CH2:4]3)[CH:2]1[NH:11][CH2:12][C:13]([CH3:16])([NH2:15])[CH3:14])[CH2:8]2.[C:17](N1C=CN=C1)(N1C=CN=C1)=[O:18].O>C1COCC1>[CH:3]12[CH2:9][CH:7]3[CH2:6][CH:5]([CH2:10][CH:1]([CH2:8]3)[CH:2]1[N:11]1[CH2:12][C:13]([CH3:16])([CH3:14])[NH:15][C:17]1=[O:18])[CH2:4]2. Reported procedure: N1-Adamantan-2-yl-2-methyl-propane-1,2-diamine (250 mg) was dissolved in dry THF (6 mL) under argon and carbonyldiimidazole (182 mg) was added. The resulting mixture was allowed to stir at RT for 48 hours. The mixture was poured into water/0.5 M HCl and extracted with ethyl acetate. The organic layer was separated, washed with brine, dried over Na2SO4 and evaporated. The residue was purified by flash chromatography using (a gradient of 10 to 70% ethyl acetate in heptane as an eluent. The fractio... Yield: 77.5%. Reaction SMILES: [C:1]([O:5][C:6](=[O:45])[NH:7][C@H:8]([C:39]1[CH:44]=[CH:43][CH:42]=[CH:41][CH:40]=1)[CH2:9][N:10]1[C:15](=[O:16])[C:14]([N:17]2[CH2:22][CH2:21][NH:20][CH:19]([CH2:23][OH:24])[CH2:18]2)=[C:13]([CH3:25])[N:12]([CH2:26][C:27]2[C:32]([C:33]([F:36])([F:35])[F:34])=[CH:31][CH:30]=[CH:29][C:28]=2[F:37])[C:11]1=[O:38])([CH3:4])([CH3:3])[CH3:2].C(N(CC)C(C)C)(C)C.Br[CH2:56][C:57]1[O:58][C:59]([C:62]([F:65])([F:64])[F:63])=[CH:60][CH:61]=1>ClCCl>[C:1]([O:5][C:6](=[O:45])[NH:7][C@H:8]([C:39]1[CH:44]=[CH:43][CH:42]=[CH:41][CH:40]=1)[CH2:9][N:10]1[C:15](=[O:16])[C:14]([N:17]2[CH2:22][CH2:21][N:20]([CH2:56][C:57]3[O:58][C:59]([C:62]([F:65])([F:64])[F:63])=[CH:60][CH:61]=3)[CH:19]([CH2:23][OH:24])[CH2:18]2)=[C:13]([CH3:25])[N:12]([CH2:26][C:27]2[C:32]([C:33]([F:35])([F:36])[F:34])=[CH:31][CH:30]=[CH:29][C:28]=2[F:37])[C:11]1=[O:38])([CH3:2])([CH3:3])[CH3:4]. The product is C(C)(C)(C)OC(N[C@@H](CN1C(N(C(=C(C1=O)N1CC(N(CC1)CC=1OC(=CC1)C(F)(F)F)CO)C)CC1=C(C=CC=C1C(F)(F)F)F)=O)C1=CC=CC=C1)=O (((R)-2-{3-(2-fluoro-6-trifluoromethyl-benzyl)-5-[3-hydroxymethyl-4-(5-trifluoromethyl-furan-2-ylmethyl)-piperazin-1-yl]-4-methyl-2,6-dioxo-3,6-dihydro-2H-pyrimidin-1-yl}-1-phenyl-ethyl)-carbamic acid tert-butyl ester). Procedure details: To a solution of {(R)-2-[3-(2-fluoro-6-trifluoromethyl-benzyl)-5-(3-hydroxymethyl-piperazin-1-yl)-4-methyl-2,6-dioxo-3,6-dihydro-2H-pyrimidin-1-yl]-1-phenyl-ethyl}-carbamic acid tert-butyl ester (0.028 mmol) in dichloromethane (2 mL) were added N,N-diisopropylethylamine (10 μl, 0.056 mol) and 2-bromomethyl-5-trifluoromethyl-furan (7.6 mg, 0.034 mmol) in the order, followed by stirring at room temperature for 6 hrs. After concentration of the solution, the residue was purified using silica gel ch... The reactants are C(C)(C)(C)OC(N[C@@H](CN1C(N(C(=C(C1=O)N1CC(NCC1)CO)C)CC1=C(C=CC=C1C(F)(F)F)F)=O)C1=CC=CC=C1)=O ({(R)-2-[3-(2-fluoro-6-trifluoromethyl-benzyl)-5-(3-hydroxymethyl-piperazin-1-yl)-4-methyl-2,6-dioxo-3,6-dihydro-2H-pyrimidin-1-yl]-1-phenyl-ethyl}-carbamic acid tert-butyl ester), C(C)(C)N(C(C)C)CC (N,N-diisopropylethylamine), BrCC=1OC(=CC1)C(F)(F)F (2-bromomethyl-5-trifluoromethyl-furan). Conditions: time 6 hour. Solvent: ClCCl (dichloromethane). Starting materials: C(CC)NC1=NC(=NC=C1C(=O)NC1=CC(=CC=C1)N(C(C(F)(F)F)=O)C)NCCC1=CC=NC=C1 (4-(propylamino)-2-((2-(pyridin-4-yl)ethyl)amino)-N-(3-(2,2,2-trifluoro-N-methylacetamido)phenyl)pyrimidine-5-carboxamide), C([O-])([O-])=O.[K+].[K+] (potassium carbonate), C(Cl)(Cl)Cl (chloroform). Solvent: CO (methanol), O (water), O (water). Run at time 30 minute. Yields the product CNC=1C=C(C=CC1)NC(=O)C=1C(=NC(=NC1)NCCC1=CC=NC=C1)NCCC (N-(3-(methylamino)phenyl)-4-(propylamino)-2-((2-(pyridin-4-yl)ethyl)amino)pyrimidine-5-carboxamide). The yield is 93.8%. As a reaction SMILES: [CH2:1]([NH:4][C:5]1[C:10]([C:11]([NH:13][C:14]2[CH:19]=[CH:18][CH:17]=[C:16]([N:20](C)[C:21](=O)C(F)(F)F)[CH:15]=2)=[O:12])=[CH:9][N:8]=[C:7]([NH:28][CH2:29][CH2:30][C:31]2[CH:36]=[CH:35][N:34]=[CH:33][CH:32]=2)[N:6]=1)[CH2:2][CH3:3].C(=O)([O-])[O-].[K+].[K+].C(Cl)(Cl)Cl>CO.O>[CH3:21][NH:20][C:16]1[CH:15]=[C:14]([NH:13][C:11]([C:10]2[C:5]([NH:4][CH2:1][CH2:2][CH3:3])=[N:6][C:7]([NH:28][CH2:29][CH2:30][C:31]3[CH:32]=[CH:33][N:34]=[CH:35][CH:36]=3)=[N:8][CH:9]=2)=[O:12])[CH:19]=[CH:18][CH:17]=1 |f:1.2.3|. Reported procedure: To a solution of 4-(propylamino)-2-((2-(pyridin-4-yl)ethyl)amino)-N-(3-(2,2,2 -trifluoro-N-methylacetamido)phenyl)pyrimidine-5-carboxamide (A7, 186 mg) in methanol (4 mL) and water (2 mL), potassium carbonate (92 mg) was added at room temperature, and the mixture was stirred at the same temperature for 13 hours and 30 minutes. To the reaction mixture, water and chloroform were added. The organic layer was separated, washed successively with water and saturated aqueous sodium chloride, and then d... Reaction SMILES: [CH2:18]1[O:19][CH2:20][CH2:21][O:22][CH2:23]1.[ClH:17].[O:1]=[c:2]1[n:3]([CH:8]([C:9](=[O:10])[O:11][C:12]([CH3:13])([CH3:14])[CH3:15])[CH3:16])[cH:4][cH:5][cH:6][cH:7]1>>[O:1]=[c:2]1[n:3]([CH:8]([C:9](=[O:10])[OH:11])[CH3:16])[cH:4][cH:5][cH:6][cH:7]1. The product is CC(C(=O)O)n1ccccc1=O. Reactants: C1COCCO1, Cl, CC(C(=O)OC(C)(C)C)n1ccccc1=O. The reactants are C(C=C)[Si](CCCBr)(CC=C)CC=C (triallyl-3-bromopropyl silane), formyloxypropyl, C(C=C)[Si](CCCBr)(CC=C)CC=C (triallyl 3-bromopropyl silane), C(=O)[O-].[Na+] (sodium formate). The reagents and catalysts are [Br-].C(CCC)[N+](CCCC)(CCCC)CCCC (tetrabutyl ammonium bromide). The product is C(C=C)[Si](CCCO)(CC=C)CC=C (Triallyl(3-hydroxylpropyl)silane). As a reaction SMILES: [CH2:1]([Si:4]([CH2:12][CH:13]=[CH2:14])([CH2:9][CH:10]=[CH2:11])[CH2:5][CH2:6][CH2:7]Br)[CH:2]=[CH2:3].C([O-])=[O:16].[Na+]>[Br-].C([N+](CCCC)(CCCC)CCCC)CCC>[CH2:1]([Si:4]([CH2:12][CH:13]=[CH2:14])([CH2:9][CH:10]=[CH2:11])[CH2:5][CH2:6][CH2:7][OH:16])[CH:2]=[CH2:3] |f:1.2,3.4|. Reported procedure: Triallyl(3-hydroxylpropyl)silane was prepared from triallyl-3-bromopropyl silane prepared in Example 7 via the formyloxypropyl intermediate. A 100 ml flask equipped with stir bar and reflux condenser was charged with 10.0 grams (36 millimoles) of triallyl 3-bromopropyl silane (prepared as described in Example 7), 4.90 grams (72 millimoles) sodium formate (commercially available from Aldrich Chemical Co. of Milwaukee, Wis.) and 0.60 grams of tetrabutyl ammonium bromide (commercially available fro... Reactants: CCC#N, C[Si](C)(C)Cl, COc1ccccc1-c1nc2ccnc(Cl)c2c(=O)n1CCc1ccccc1, [I-], [Na+], [Na+], [OH-]. Yields the product COc1ccccc1-c1nc2ccnc(I)c2c(=O)n1CCc1ccccc1. As a reaction SMILES: [C:38](#[N:39])[CH2:40][CH3:41].[CH3:29][Si:30]([Cl:31])([CH3:32])[CH3:33].[Cl:1][c:2]1[n:3][cH:4][cH:5][c:6]2[n:7][c:8](-[c:21]3[c:22]([O:27][CH3:28])[cH:23][cH:24][cH:25][cH:26]3)[n:9]([CH2:13][CH2:14][c:15]3[cH:16][cH:17][cH:18][cH:19][cH:20]3)[c:10](=[O:12])[c:11]12.[I-:35].[Na+:34].[Na+:37].[OH-:36]>>[c:2]1([I:35])[n:3][cH:4][cH:5][c:6]2[n:7][c:8](-[c:21]3[c:22]([O:27][CH3:28])[cH:23][cH:24][cH:25][cH:26]3)[n:9]([CH2:13][CH2:14][c:15]3[cH:16][cH:17][cH:18][cH:19][cH:20]3)[c:10](=[O:12])[c:11]12. The yield is 49.3%. The solvent is ClCCl (dichloromethane). RXN SMILES: [CH3:1][O:2][C:3]1[CH:8]=[CH:7][CH:6]=[CH:5][C:4]=1[C:9]1([OH:18])[CH2:17][CH2:16][CH2:15][CH:14]2[CH:10]1[CH2:11][NH:12][CH2:13]2.[NH:19]1[C:27]2[C:22](=[CH:23][CH:24]=[CH:25][CH:26]=2)[C:21]([CH2:28][C:29](O)=[O:30])=[CH:20]1.ON1C2C=CC=CC=2N=N1.Cl.CN(C)CCCN=C=NCC>ClCCl>[CH3:1][O:2][C:3]1[CH:8]=[CH:7][CH:6]=[CH:5][C:4]=1[C:9]1([OH:18])[CH2:17][CH2:16][CH2:15][CH:14]2[CH:10]1[CH2:11][N:12]([C:29](=[O:30])[CH2:28][C:21]1[C:22]3[C:27](=[CH:26][CH:25]=[CH:24][CH:23]=3)[NH:19][CH:20]=1)[CH2:13]2 |f:3.4|. Yields the product COC1=C(C=CC=C1)C1(C2CN(CC2CCC1)C(CC1=CNC2=CC=CC=C12)=O)O ((3aRS,4RS,7aSR)-4-(2-methoxyphenyl)-2-(3-indolylacetyl)-4-perhydroisoindolol). Conditions: time 18 hour. Reported procedure: To a solution of 1.5 g of (3aRS,4RS,7aSR)-4-(2-methoxyphenyl)-4-perhydroisoindolol and 1.27 g of 3-indoleacetic acid in 40 cm3 of dichloromethane, cooled to 0° C., are added 0.08 g of 1-hydroxybenzotriazole and 1.4 g of 1-(3-dimethylaminopropyl)-3-ethylcarbodiimide hydrochloride. The mixture is stirred for 18 hours at room temperature and the organic phase is then washed with twice 80 cm3 of water and then with 80 cm3 of saturated aqueous sodium chloride solution, dried over magnesium sulphate a... Reactants: COC1=C(C=CC=C1)C1(C2CNCC2CCC1)O ((3aRS,4RS,7aSR)-4-(2-methoxyphenyl)-4-perhydroisoindolol), N1C=C(C2=CC=CC=C12)CC(=O)O (3-indoleacetic acid), ON1N=NC2=C1C=CC=C2 (1-hydroxybenzotriazole), Cl.CN(CCCN=C=NCC)C (1-(3-dimethylaminopropyl)-3-ethylcarbodiimide hydrochloride).